This data is from the Open Reaction Database (ORD), a public repository of structured organic reaction records. The task is: describe an organic reaction: reactants, conditions, products, and yield Reactants: NC1=C(C=CC=C1OC1=C(C=CC=C1)F)CC(=O)OCC (ethyl 2-[2-amino-3-(2-fluorophenoxy)phenyl]acetate), [OH-].[Na+] (sodium hydroxide), O (water). Solvent: O1CCOCC1 (dioxane). Product: NC1=C(C=CC=C1OC1=C(C=CC=C1)F)CC(=O)O (2-[2-amino-3-(2-fluorophenoxy)phenyl]acetic acid). Yield: 136.0%. RXN SMILES: [NH2:1][C:2]1[C:7]([O:8][C:9]2[CH:14]=[CH:13][CH:12]=[CH:11][C:10]=2[F:15])=[CH:6][CH:5]=[CH:4][C:3]=1[CH2:16][C:17]([O:19]CC)=[O:18].[OH-].[Na+].O>O1CCOCC1>[NH2:1][C:2]1[C:7]([O:8][C:9]2[CH:14]=[CH:13][CH:12]=[CH:11][C:10]=2[F:15])=[CH:6][CH:5]=[CH:4][C:3]=1[CH2:16][C:17]([OH:19])=[O:18] |f:1.2|. Procedure: A mixture of ethyl 2-[2-amino-3-(2-fluorophenoxy)phenyl]acetate (5.7 g.), sodium hydroxide (1.6 g.), water (25 ml.) and dioxane (25 ml.) was refluxed under heating for 16 hours with stirring. The reaction mixture was left to cool at ambient temperature and dioxane was distilled off under reduced pressure. To the residue was added water and the mixture was washed with diethyl ether. Diethyl ether was added to the aqueous layer and the mixture was adjusted to pH 3 to 4 with 5% sulfuric acid. The d... Reactants: [OH-].[Na+] (sodium hydroxide), COC1=C(C=C(CC(C(=O)OCC)CC)C=C1)CNC(C1=CC=C(C=C1)C(F)(F)F)=O (ethyl 2-[4-methoxy-3-({[4-(trifluoromethyl)benzoyl]amino}methyl)benzyl]butanoate), Cl (hydrochloric acid). Run in C(C)O (ethanol). Reaction conditions: temperature 70 celsius, time 4 hour. The product is COC1=C(C=C(CC(C(=O)O)CC)C=C1)CNC(C1=CC=C(C=C1)C(F)(F)F)=O (2-[4-methoxy-3-({[4-(trifluoromethyl)benzoyl]amino}methyl]benzyl]butanoic acid). The yield is 90.6%. Reaction SMILES: [CH3:1][O:2][C:3]1[CH:17]=[CH:16][C:6]([CH2:7][CH:8]([CH2:14][CH3:15])[C:9]([O:11]CC)=[O:10])=[CH:5][C:4]=1[CH2:18][NH:19][C:20](=[O:31])[C:21]1[CH:26]=[CH:25][C:24]([C:27]([F:30])([F:29])[F:28])=[CH:23][CH:22]=1.[OH-].[Na+].Cl>C(O)C>[CH3:1][O:2][C:3]1[CH:17]=[CH:16][C:6]([CH2:7][CH:8]([CH2:14][CH3:15])[C:9]([OH:11])=[O:10])=[CH:5][C:4]=1[CH2:18][NH:19][C:20](=[O:31])[C:21]1[CH:22]=[CH:23][C:24]([C:27]([F:28])([F:29])[F:30])=[CH:25][CH:26]=1 |f:1.2|. Procedure: 0.59 g of ethyl 2-[4-methoxy-3-({[4-(trifluoromethyl)benzoyl]amino}methyl)benzyl]butanoate was dissolved in 5 ml ethanol, and 2 ml of 1 N sodium hydroxide was added, and the mixture was stirred at 70° C. for 4 hours. The reaction mixture was ice-cooled and neutralized with 1N hydrochloric acid, followed by extracting with ethyl acetate. The organic layer was washed with brine, dried over anhydrous sodium sulfate and the solvent was evaporated, to give 0.50 g of 2-[4-methoxy-3-({[4-(trifluorometh... Starting materials: COC1=CC(=C(C(=O)OCCOC)C=C1OCCOC)[N+](=O)[O-] (2-methoxyethyl 4-methoxy-5-(2-methoxyethoxy)-2-nitrobenzoate), [OH-].[Na+] (NaOH). Procedure: To a solution of 2-methoxyethyl 4-methoxy-5-(2-methoxyethoxy)-2-nitrobenzoate (5.0 g, 15.2 mmol) in EtOH (40 mL) was added 2N NaOH (40 mL, 76.0 mmol, 5 eq.). The mixture was stirred at RT for 12 h. The mixture was diluted with water (100 mL) and washed with CH2Cl2 (1×100 mL). The aqueous layer was acidified to pH=1 using 1N HCl (A solid began to precipitate, this was dissolved by the addition of EtOAc). The aqueous mixture was extracted with EtOAc (2×200 mL). The combined organics were washed wi... Reaction conditions: time 12 hour. Reaction SMILES: [CH3:1][O:2][C:3]1[C:15]([O:16][CH2:17][CH2:18][O:19][CH3:20])=[CH:14][C:6]([C:7]([O:9]CCOC)=[O:8])=[C:5]([N+:21]([O-:23])=[O:22])[CH:4]=1.[OH-].[Na+]>CCO.O>[CH3:1][O:2][C:3]1[C:15]([O:16][CH2:17][CH2:18][O:19][CH3:20])=[CH:14][C:6]([C:7]([OH:9])=[O:8])=[C:5]([N+:21]([O-:23])=[O:22])[CH:4]=1 |f:1.2|. Run in O (water), CCO (EtOH). Product: COC1=CC(=C(C(=O)O)C=C1OCCOC)[N+](=O)[O-] (4-methoxy-5-(2-methoxyethoxy)-2-nitrobenzoic acid), solid. Isolated yield 81.6%. Starting materials: [Br-], C1CCOC1, [Li]CCCC, CC(C)[Mg+], Fc1ccc(-n2ncc3cc(I)ccc32)cc1, O=C1CCOCC1. The product is OC1(c2ccc3c(cnn3-c3ccc(F)cc3)c2)CCOCC1. Reaction SMILES: [Br-:18].[CH2:35]1[O:36][CH2:37][CH2:38][CH2:39]1.[CH3:23][CH2:24][CH2:25][CH2:26][Li:27].[CH:19]([Mg+:20])([CH3:21])[CH3:22].[F:1][c:2]1[cH:3][cH:4][c:5](-[n:8]2[n:9][cH:10][c:11]3[cH:12][c:13]([I:17])[cH:14][cH:15][c:16]23)[cH:6][cH:7]1.[O:28]1[CH2:29][CH2:30][C:31](=[O:34])[CH2:32][CH2:33]1>>[F:1][c:2]1[cH:3][cH:4][c:5](-[n:8]2[n:9][cH:10][c:11]3[cH:12][c:13]([C:31]4([OH:34])[CH2:30][CH2:29][O:28][CH2:33][CH2:32]4)[cH:14][cH:15][c:16]23)[cH:6][cH:7]1. Reaction SMILES: [C:55](=[O:56])([O-:57])[O-:58].[CH3:1][c:2]1[cH:3][cH:4][c:5]([CH2:8][O:9][c:10]2[c:11]([O:36][CH2:37][CH2:38][CH2:39][Cl:40])[cH:12][c:13]([C:14](=[O:15])[c:16]3[cH:17][n:18]([S:25](=[O:26])(=[O:27])[c:28]4[cH:29][cH:30][cH:31][cH:32][cH:33]4)[c:19]4[cH:20][cH:21][cH:22][cH:23][c:24]34)[cH:34][cH:35]2)[cH:6][cH:7]1.[CH3:41][O:42][c:43]1[c:44]([N:49]2[CH2:50][CH2:51][NH:52][CH2:53][CH2:54]2)[cH:45][cH:46][cH:47][cH:48]1.[CH3:63][N:64]([CH3:65])[CH:66]=[O:67].[I-:62].[K+:59].[K+:60].[K+:61].[OH2:68]>>[CH3:1][c:2]1[cH:3][cH:4][c:5]([CH2:8][O:9][c:10]2[c:11]([O:36][CH2:37][CH2:38][CH2:39][N:52]3[CH2:51][CH2:50][N:49]([c:44]4[c:43]([O:42][CH3:41])[cH:48][cH:47][cH:46][cH:45]4)[CH2:54][CH2:53]3)[cH:12][c:13]([C:14](=[O:15])[c:16]3[cH:17][n:18]([S:25](=[O:26])(=[O:27])[c:28]4[cH:29][cH:30][cH:31][cH:32][cH:33]4)[c:19]4[cH:20][cH:21][cH:22][cH:23][c:24]34)[cH:34][cH:35]2)[cH:6][cH:7]1. Yields the product COc1ccccc1N1CCN(CCCOc2cc(C(=O)c3cn(S(=O)(=O)c4ccccc4)c4ccccc34)ccc2OCc2ccc(C)cc2)CC1. The reactants are O=C([O-])[O-], Cc1ccc(COc2ccc(C(=O)c3cn(S(=O)(=O)c4ccccc4)c4ccccc34)cc2OCCCCl)cc1, COc1ccccc1N1CCNCC1, CN(C)C=O, [I-], [K+], [K+], [K+], O. Product: C(C)NC(=NS(=O)(=O)C1=CC=C(C=C1)O)N1N=CCC1C1=CC=CC=C1 (N-[ethylamino-(5-phenyl-4,5-dihydro-pyrazol-1-yl)-methylene]-4-hydroxy-benzenesulfonamide). The reactants are C(C)NC(=NS(=O)(=O)C1=CC=C(C=C1)OC)N1N=CCC1C1=CC=CC=C1 (N-[ethylamino-(5-phenyl-4,5-dihydro-pyrazol-1-yl)-methylene]-4-methoxy-benzenesulfonamide), solution, B(Br)(Br)Br (boron tribromide). Procedure details: Under N2 atmosphere, to a solution of 1.05 g N-[ethylamino-(5-phenyl-4,5-dihydro-pyrazol-1-yl)-methylene]-4-methoxy-benzenesulfonamide in 25 mL DCM, 12.91 mL of a 1M solution of boron tribromide in DCM was added. The mixture was stirred overnight at room temperature under N2 atmosphere, quenched with water, and stirred for another 30 minutes. The solids were filtered off and the filtrate was extracted with water. The organic layer was dried over MgSO4 and evaporated to dryness. The residue was p... RXN SMILES: [CH2:1]([NH:3][C:4]([N:17]1[CH:21]([C:22]2[CH:27]=[CH:26][CH:25]=[CH:24][CH:23]=2)[CH2:20][CH:19]=[N:18]1)=[N:5][S:6]([C:9]1[CH:14]=[CH:13][C:12]([O:15]C)=[CH:11][CH:10]=1)(=[O:8])=[O:7])[CH3:2].B(Br)(Br)Br>C(Cl)Cl>[CH2:1]([NH:3][C:4]([N:17]1[CH:21]([C:22]2[CH:27]=[CH:26][CH:25]=[CH:24][CH:23]=2)[CH2:20][CH:19]=[N:18]1)=[N:5][S:6]([C:9]1[CH:10]=[CH:11][C:12]([OH:15])=[CH:13][CH:14]=1)(=[O:8])=[O:7])[CH3:2]. Reaction conditions: time 8 hour. Yield: 33.6%. The solvent is C(Cl)Cl (DCM), C(Cl)Cl (DCM). The product is ON=C(C(=O)N[C@H]1[C@@H]2N(C(=C(CS2)CSC=2SC(=NN2)C)C(=O)O)C1=O)C=1SC=CC1 (7β-[2-Hydroxyimino-2-(thien-2-yl)acetamido]-3-(5-methyl-1,3,4-thiadiazol-2-yl)thiomethylceph-3-em-4-carboxylic acid). Procedure details: Trifluoroacetic acid (8 ml.) was added to a solution of the above ester (1.387 g.) in anisole (2 ml.) at 20°. After 5 minutes the solution was concentrated under reduced pressure and the residue was dissolved in ethyl acetate. The solvent was evaporated and again the residue was dissolved in ethyl acetate. The solution was washed with water and then extracted with sodium bicarbonate solution. The combined extracts were washed with ethyl acetate, then taken to pH 1.9 with concentrated hydrochlori... Starting materials: CCOCC (ether), CS(=O)C (DMSO), FC(C(=O)O)(F)F (Trifluoroacetic acid), ClC(C(=O)ON=C(C(=O)N[C@H]1[C@@H]2N(C(=C(CS2)CSC=2SC(=NN2)C)C(=O)OC(C2=CC=CC=C2)C2=CC=CC=C2)C1=O)C=1SC=CC1)Cl (diphenylmethyl 7β-[2-dichloroacetoxyimino-2-(thien-2-yl)acetamido]-3-(5-methyl-1,3,4-thiadiazol-2-yl)thiomethylceph-3-em-4-carboxylate). RXN SMILES: FC(F)(F)C(O)=O.ClC(Cl)C([O:12][N:13]=[C:14]([C:51]1[S:52][CH:53]=[CH:54][CH:55]=1)[C:15]([NH:17][C@@H:18]1[C:49](=[O:50])[N:20]2[C:21]([C:33]([O:35]C(C3C=CC=CC=3)C3C=CC=CC=3)=[O:34])=[C:22]([CH2:25][S:26][C:27]3[S:28][C:29]([CH3:32])=[N:30][N:31]=3)[CH2:23][S:24][C@H:19]12)=[O:16])=O.CCOCC.CS(C)=O>C1(OC)C=CC=CC=1>[OH:12][N:13]=[C:14]([C:51]1[S:52][CH:53]=[CH:54][CH:55]=1)[C:15]([NH:17][C@@H:18]1[C:49](=[O:50])[N:20]2[C:21]([C:33]([OH:35])=[O:34])=[C:22]([CH2:25][S:26][C:27]3[S:28][C:29]([CH3:32])=[N:30][N:31]=3)[CH2:23][S:24][C@H:19]12)=[O:16]. The solvent is C1(=CC=CC=C1)OC (anisole).